Dataset: the Open Reaction Database (ORD), a public repository of structured organic reaction records. Task: describe an organic reaction: reactants, conditions, products, and yield The reactants are FC1=CC=C(C=C1)NCC(=O)O (4-fluorophenylglycine), C([O-])([O-])=O.[Na+].[Na+] (sodium carbonate), C(C)#N (acetonitrile), C(=O)(OCC)N1C(C=2C(C1=O)=CC=CC2)=O (N-carbethoxyphthalimide). The solvent is O (water). Reaction conditions: time 1 hour. Product: C1(C=2C(C(N1C(C(=O)O)C1=CC=C(C=C1)F)=O)=CC=CC2)=O (α-phthalimido4-fluorophenylacetic acid). Yield: 76.0%. As a reaction SMILES: [F:1][C:2]1[CH:7]=[CH:6][C:5](NCC(O)=O)=[CH:4][CH:3]=1.[C:13](=[O:16])([O-])[O-:14].[Na+].[Na+].C(#N)C.[C:22]([N:27]1[C:31](=[O:32])[C:30]2=[CH:33][CH:34]=[CH:35][CH:36]=[C:29]2[C:28]1=[O:37])(OCC)=O>O>[C:28]1(=[O:37])[N:27]([CH:22]([C:5]2[CH:4]=[CH:3][C:2]([F:1])=[CH:7][CH:6]=2)[C:13]([OH:14])=[O:16])[C:31](=[O:32])[C:30]2=[CH:33][CH:34]=[CH:35][CH:36]=[C:29]12 |f:1.2.3|. Procedure: To a stirred solution of 4-fluorophenylglycine (3.38 g, 20.0 mmol) and sodium carbonate in 450 mL of 2:1 water:acetonitrile is added N-carbethoxyphthalimide (4.38 g, 20 mmol). After 1 hour, the reaction mixture is partially concentrated to remove the acetonitrile. The resulting slurry is filtered and the pH of the stirred filtrate is adjusted to 1-2 with 4 N hydrochloric acid and then stirred for an additional 30 minutes and filtered. The solid is air-dried and then dried in vacuo (60° C.,<1 mm)... RXN SMILES: [CH:1]1([CH:4]([C:23]2[CH:28]=[CH:27][C:26](B3OC(C)(C)C(C)(C)O3)=[CH:25][CH:24]=2)[N:5]2[CH2:10][CH2:9][C:8]([CH2:17][C:18]([OH:21])([CH3:20])[CH3:19])([C:11]3[CH:16]=[CH:15][CH:14]=[CH:13][CH:12]=3)[O:7][C:6]2=[O:22])[CH2:3][CH2:2]1.Br[C:39]1[CH:44]=[CH:43][N:42]([CH3:45])[C:41](=[O:46])[CH:40]=1>>[CH:1]1([CH:4]([C:23]2[CH:28]=[CH:27][C:26]([C:39]3[CH:44]=[CH:43][N:42]([CH3:45])[C:41](=[O:46])[CH:40]=3)=[CH:25][CH:24]=2)[N:5]2[CH2:10][CH2:9][C:8]([CH2:17][C:18]([OH:21])([CH3:20])[CH3:19])([C:11]3[CH:16]=[CH:15][CH:14]=[CH:13][CH:12]=3)[O:7][C:6]2=[O:22])[CH2:2][CH2:3]1. Product: C1(CC1)C(N1C(OC(CC1)(C1=CC=CC=C1)CC(C)(C)O)=O)C1=CC=C(C=C1)C1=CC(N(C=C1)C)=O (3-{Cyclopropyl-[4-(1-methyl-2-oxo-1,2-dihydro-pyridin-4-yl)-phenyl]-methyl}-6-(2-hydroxy-2-methyl-propyl)-6-phenyl-[1,3]oxazinan-2-one). Procedure: The title compound was prepared from 3-{cyclopropyl-[4-(4,4,5,5-tetramethyl-[1,3,2]dioxaborolan-2-yl)-phenyl]methyl}-6-(2-hydroxy-2-methyl-propyl)-6-phenyl-[1,3]oxazinan-2-one (for preparation see below) and 4-bromo-1-methyl-1H-pyridin-2-one following a procedure analogous to that described in Example 3. LC-MS (Method 1): tR=3.57 min; Mass spectrum (ESI+): m/z=487 [M+H]+. Reactants: C1(CC1)C(N1C(OC(CC1)(C1=CC=CC=C1)CC(C)(C)O)=O)C1=CC=C(C=C1)B1OC(C(O1)(C)C)(C)C (3-{cyclopropyl-[4-(4,4,5,5-tetramethyl-[1,3,2]dioxaborolan-2-yl)-phenyl]methyl}-6-(2-hydroxy-2-methyl-propyl)-6-phenyl-[1,3]oxazinan-2-one), BrC1=CC(N(C=C1)C)=O (4-bromo-1-methyl-1H-pyridin-2-one). The reactants are [I-].COCCC[P+](C1=CC=CC=C1)(C1=CC=CC=C1)C1=CC=CC=C1 ((3-methoxypropyl)triphenylphosphonium iodide), ClC1=CC=C(C=C1)[C@@H]1CC[C@H](CC1)CC=O ([trans-4-(4-chlorophenyl)cyclo-hexyl]acetaldehyde), O (water), potassium tert.-butylate. Run in O1CCCC1 (tetrahydrofuran), O1CCCC1 (tetra- hydrofuran). Reaction conditions: temperature -5 celsius, time 1 hour. The product is ClC1=CC=C(C=C1)[C@@H]1CC[C@H](CC1)CC=CCCOC (1-chloro-4-[trans-4-(5-methoxy-2-pentenyl)cyclo-hexyl]benzene). The yield is 94.9%. Reaction SMILES: [I-].[CH3:2][O:3][CH2:4][CH2:5][CH2:6][P+](C1C=CC=CC=1)(C1C=CC=CC=1)C1C=CC=CC=1.[Cl:26][C:27]1[CH:32]=[CH:31][C:30]([C@H:33]2[CH2:38][CH2:37][C@H:36]([CH2:39][CH:40]=O)[CH2:35][CH2:34]2)=[CH:29][CH:28]=1.O>O1CCCC1>[Cl:26][C:27]1[CH:28]=[CH:29][C:30]([C@H:33]2[CH2:34][CH2:35][C@H:36]([CH2:39][CH:40]=[CH:6][CH2:5][CH2:4][O:3][CH3:2])[CH2:37][CH2:38]2)=[CH:31][CH:32]=1 |f:0.1|. Reported procedure: A suspension, gassed with nitrogen, of 11.4 g of (3-methoxypropyl)triphenylphosphonium iodide in 50 ml of tetra- hydrofuran is cooled to -5° C., treated with 3.36 g of potassium tert.-butylate, stirred at -5° C. for 10 minutes and at room temperature for 1 hour. After cooling the reaction mixture to -5° C. a solution of 4.6 g of [trans-4-(4-chlorophenyl)cyclo-hexyl]acetaldehyde in 25 ml of tetrahydrofuran is added dropwise within 5 minutes, the mixture is stirred at -5° C. for 10 minutes and at ... Reactants: C(=O)[O-].[K+] (potassium formate), FC(C=1C=C(C=C(C1)C(F)(F)F)C(C)=O)(F)F (3′,5′-bis(trifluoromethyl)acetophenone). The reagents and catalysts are [Ru] (ruthenium). Run in CO (Methanol). Run at temperature 50 celsius, time 24 hour. Product: FC(C=1C=C(C=C(C1)C(F)(F)F)[C@H](C)O)(F)F ((S)-1-[3′,5′-bis(trifluoromethyl)phenyl]ethanol). Yield: 100.0%. RXN SMILES: C([O-])=O.[K+].[F:5][C:6]([F:21])([F:20])[C:7]1[CH:8]=[C:9]([C:17](=[O:19])[CH3:18])[CH:10]=[C:11]([C:13]([F:16])([F:15])[F:14])[CH:12]=1>[Ru].CO>[F:5][C:6]([F:20])([F:21])[C:7]1[CH:8]=[C:9]([C@@H:17]([OH:19])[CH3:18])[CH:10]=[C:11]([C:13]([F:14])([F:15])[F:16])[CH:12]=1 |f:0.1|. Procedure details: A ruthenium complex Ru(OTf)[(S,S)-iso-BuSO2dpen] (p-cymene) (1.4 mg, 0.002 mmol), potassium formate (1.0 g, 12 mmol), and 3′,5′-bis(trifluoromethyl)acetophenone (2.56 g, 10 mmol, substrate/catalyst ratio=5000) were set in a 20 mL glass Schlenk-type reaction tube under an argon atmosphere. Methanol (6 mL) was added thereto and stirred at 50° C. for 24 hours to give (S)-1-[3′,5′-bis(trifluoromethyl)phenyl]ethanol at 100% yield and 87.7% ee optical purity. Starting materials: C1(=CC=CC=C1)C=1OC(=C(N1)C(=O)O)C(F)(F)F (2-phenyl-5-trifluoromethyl-oxazole-4-carboxylic acid), C(C)N(C1=NC=C(C=C1)N)CC (N2,N2-diethyl-pyridine-2,5-diamine). The product is C(C)N(C1=CC=C(C=N1)NC(=O)C=1N=C(OC1C(F)(F)F)C1=CC=CC=C1)CC (2-phenyl-5-trifluoromethyl-oxazole-4-carboxylic acid (6-diethylamino-pyridin-3-yl)-amide). Reaction SMILES: [C:1]1([C:7]2[O:8][C:9]([C:15]([F:18])([F:17])[F:16])=[C:10]([C:12]([OH:14])=O)[N:11]=2)[CH:6]=[CH:5][CH:4]=[CH:3][CH:2]=1.[CH2:19]([N:21]([CH2:29][CH3:30])[C:22]1[CH:27]=[CH:26][C:25]([NH2:28])=[CH:24][N:23]=1)[CH3:20]>>[CH2:29]([N:21]([CH2:19][CH3:20])[C:22]1[N:23]=[CH:24][C:25]([NH:28][C:12]([C:10]2[N:11]=[C:7]([C:1]3[CH:2]=[CH:3][CH:4]=[CH:5][CH:6]=3)[O:8][C:9]=2[C:15]([F:18])([F:17])[F:16])=[O:14])=[CH:26][CH:27]=1)[CH3:30]. Procedure: With a procedure similar to example 16 above, 2-phenyl-5-trifluoromethyl-oxazole-4-carboxylic acid (6-diethylamino-pyridin-3-yl)-amide was prepared from 2-phenyl-5-trifluoromethyl-oxazole-4-carboxylic acid and N2,N2-diethyl-pyridine-2,5-diamine. LCMS calcd for C20H19F3N4O2 (m/e) 404, obsd 405 (M+H). Reactants: OCCCCCCCCCCCCCCCCCCCCBr, CCCCCCCCCCCCCCCC(=O)OCC(CN(C)C)OC(=O)CCCCCCCCCCCCCCC, CC#N. Product: [Br-], CCCCCCCCCCCCCCCC(=O)OCC(C[N+](C)(C)CCCCCCCCCCCCCCCCCCCCO)OC(=O)CCCCCCCCCCCCCCC. Reaction SMILES: [Br:43][CH2:44][CH2:45][CH2:46][CH2:47][CH2:48][CH2:49][CH2:50][CH2:51][CH2:52][CH2:53][CH2:54][CH2:55][CH2:56][CH2:57][CH2:58][CH2:59][CH2:60][CH2:61][CH2:62][CH2:63][OH:64].[CH3:1][N:2]([CH3:3])[CH2:4][CH:5]([CH2:6][O:7][C:8]([CH2:9][CH2:10][CH2:11][CH2:12][CH2:13][CH2:14][CH2:15][CH2:16][CH2:17][CH2:18][CH2:19][CH2:20][CH2:21][CH2:22][CH3:23])=[O:24])[O:25][C:26]([CH2:27][CH2:28][CH2:29][CH2:30][CH2:31][CH2:32][CH2:33][CH2:34][CH2:35][CH2:36][CH2:37][CH2:38][CH2:39][CH2:40][CH3:41])=[O:42].[CH3:65][C:66]#[N:67]>>[Br-:43].[CH3:1][N+:2]([CH3:3])([CH2:4][CH:5]([CH2:6][O:7][C:8]([CH2:9][CH2:10][CH2:11][CH2:12][CH2:13][CH2:14][CH2:15][CH2:16][CH2:17][CH2:18][CH2:19][CH2:20][CH2:21][CH2:22][CH3:23])=[O:24])[O:25][C:26]([CH2:27][CH2:28][CH2:29][CH2:30][CH2:31][CH2:32][CH2:33][CH2:34][CH2:35][CH2:36][CH2:37][CH2:38][CH2:39][CH2:40][CH3:41])=[O:42])[CH2:44][CH2:45][CH2:46][CH2:47][CH2:48][CH2:49][CH2:50][CH2:51][CH2:52][CH2:53][CH2:54][CH2:55][CH2:56][CH2:57][CH2:58][CH2:59][CH2:60][CH2:61][CH2:62][CH2:63][OH:64]. The reactants are [F-].[Cs+] (caesium fluoride), [Si](C)(C)(C(C)(C)C)O[C@@H]1C=2C(=C(C(=NC2CC(C1)(C)C)C(C)C)C(O)C1=CC=C(C=C1)C1(COC1)C)I (((S)-5-(tert-butyldimethylsilyloxy)-4-iodo-2-isopropyl-7,7-dimethyl-5,6,7,8-tetrahydroquinolin-3-yl)(4-(3-methyloxetan-3-yl)phenyl)methanol), C([O-])([O-])=O.[Cs+].[Cs+] (caesium carbonate), O1CCC(=CC1)B1OC(C(O1)(C)C)(C)C (2-(3,6-dihydro-2H-pyran-4-yl)-4,4,5,5-tetramethyl-1,3,2-dioxaborolane), solution. Run in O1CCCC1.C1(=CC=CC=C1)C (tetrahydrofurane toluene), O (water). Yields the product [Si](C)(C)(C(C)(C)C)O[C@@H]1C=2C(=C(C(=NC2CC(C1)(C)C)C(C)C)[C@@H](O)C1=CC=C(C=C1)C1(COC1)C)C=1CCOCC1 ((S)—((S)-5-(tert-butyldimethylsilyloxy)-4-(3,6-dihydro-2H-pyran-4-yl)-2-isopropyl-7,7-dimethyl-5,6,7,8-tetrahydroquinolin-3-yl)(4-(3-methyloxetan-3-yl)phenyl)methanol). As a reaction SMILES: [Si:1]([O:8][C@H:9]1[CH2:18][C:17]([CH3:20])([CH3:19])[CH2:16][C:15]2[N:14]=[C:13]([CH:21]([CH3:23])[CH3:22])[C:12]([CH:24]([C:26]3[CH:31]=[CH:30][C:29]([C:32]4([CH3:36])[CH2:35][O:34][CH2:33]4)=[CH:28][CH:27]=3)[OH:25])=[C:11](I)[C:10]1=2)([C:4]([CH3:7])([CH3:6])[CH3:5])([CH3:3])[CH3:2].[O:38]1[CH2:43][CH:42]=[C:41](B2OC(C)(C)C(C)(C)O2)[CH2:40][CH2:39]1.C(=O)([O-])[O-].[Cs+].[Cs+].[F-].[Cs+]>O.O1CCCC1.C1(C)C=CC=CC=1>[Si:1]([O:8][C@H:9]1[CH2:18][C:17]([CH3:20])([CH3:19])[CH2:16][C:15]2[N:14]=[C:13]([CH:21]([CH3:23])[CH3:22])[C:12]([C@H:24]([C:26]3[CH:31]=[CH:30][C:29]([C:32]4([CH3:36])[CH2:35][O:34][CH2:33]4)=[CH:28][CH:27]=3)[OH:25])=[C:11]([C:41]3[CH2:42][CH2:43][O:38][CH2:39][CH:40]=3)[C:10]1=2)([C:4]([CH3:7])([CH3:6])[CH3:5])([CH3:3])[CH3:2] |f:2.3.4,5.6,8.9|. Reported procedure: Obtained by starting from ((S)-5-(tert-butyldimethylsilyloxy)-4-iodo-2-isopropyl-7,7-dimethyl-5,6,7,8-tetrahydroquinolin-3-yl)(4-(3-methyloxetan-3-yl)phenyl)methanol and 2-(3,6-dihydro-2H-pyran-4-yl)-4,4,5,5-tetramethyl-1,3,2-dioxaborolane. A 2 M solution of caesium carbonate in water is used instead caesium fluoride. The reaction is run in tetrahydrofurane/toluene 4:1. The reactants are C(=O)(C)Cl (AcCl), NC1=CC(=NC(=C1C#N)Br)N (4,6-Diamino-2-bromo-nicotinonitrile), O (Water). Solvent: N1=CC=CC=C1 (pyridine). Conditions: time 8 hour. Yields the product NC1=CC(=NC(=C1C#N)Br)NC(C)=O (N-(4-Amino-6-bromo-5-cyano-pyridin-2-yl)-acetamide). The yield is 83.4%. RXN SMILES: [NH2:1][C:2]1[C:7]([C:8]#[N:9])=[C:6]([Br:10])[N:5]=[C:4]([NH2:11])[CH:3]=1.[C:12](Cl)([CH3:14])=[O:13].O>N1C=CC=CC=1>[NH2:1][C:2]1[C:7]([C:8]#[N:9])=[C:6]([Br:10])[N:5]=[C:4]([NH:11][C:12](=[O:13])[CH3:14])[CH:3]=1. Procedure details: 4,6-Diamino-2-bromo-nicotinonitrile (100 mg, 0.47 mmol) was dissolved in 1.0 mL of anhydrous pyridine. AcCl (225 μL, 2.35 mmol) was dropped in slowly. The resulting mixture was shaken overnight at ambient temperature. Water (5 mL) was added to the mixture mixture. The resulting brown solid was collected through filtration, washed with cold water, and dried in a vacuum oven to provide the title compound (100 mg, 83%).